This data is from the Open Reaction Database (ORD), a public repository of structured organic reaction records. The task is: describe an organic reaction: reactants, conditions, products, and yield Reactants: C[Cu], COC(=O)C#CCCC=C(C)C. Yields the product COC(=O)C=C(C)CCC=C(C)C. RXN SMILES: [CH3:13][Cu:14].[CH3:1][C:2](=[CH:3][CH2:4][CH2:5][C:6]#[C:7][C:8](=[O:9])[O:10][CH3:11])[CH3:12]>>[CH3:1][C:2](=[CH:3][CH2:4][CH2:5][C:6](=[CH:7][C:8](=[O:9])[O:10][CH3:11])[CH3:13])[CH3:12]. Reactants: NC1=NC(=NN1)C(=O)NC (5-amino-N-methyl-1H-1,2,4-triazole-3-carboxamide), CC=1C=CC(=CC1)S(=O)(=O)O (TsOH), N1N=NC2=C1C=CC(=C2)C(CC(=O)OCC)=O (ethyl 3-(1H-benzo[d][1,2,3]triazol-5-yl)-3-oxopropanoate). The solvent is CCCCO (n-BuOH). Reaction conditions: time 12 hour. Product: N1N=NC2=C1C=CC(=C2)C=2NC=1N(C(C2)=O)N=C(N1)C(=O)NC (5-(1H-benzo[d][1,2,3]triazol-5-yl)-N-methyl-7-oxo-4,7-dihydro-[1,2,4]triazolo[1,5-α]pyrimidine-2-carboxamide). Yield: 18.1%. Reaction SMILES: [NH2:1][C:2]1[NH:6][N:5]=[C:4]([C:7]([NH:9][CH3:10])=[O:8])[N:3]=1.CC1C=CC(S(O)(=O)=O)=CC=1.[NH:22]1[C:26]2[CH:27]=[CH:28][C:29]([C:31](=O)[CH2:32][C:33](OCC)=[O:34])=[CH:30][C:25]=2[N:24]=[N:23]1>CCCCO>[NH:22]1[C:26]2[CH:27]=[CH:28][C:29]([C:31]3[NH:1][C:2]4[N:6]([N:5]=[C:4]([C:7]([NH:9][CH3:10])=[O:8])[N:3]=4)[C:33](=[O:34])[CH:32]=3)=[CH:30][C:25]=2[N:24]=[N:23]1. Procedure details: To a solution of 5-amino-N-methyl-1H-1,2,4-triazole-3-carboxamide (100 mg, 0.71 mmol) in n-BuOH (3 ml) was added TsOH (4.8 mg, 0.03 mmol), ethyl 3-(1H-benzo[d][1,2,3]triazol-5-yl)-3-oxopropanoate (230 mg, 0.88 mmol). The resulting solution was stirred for 12 h at reflux. The solids were collected by filtration to afford 5-(1H-benzo[d][1,2,3]triazol-5-yl)-N-methyl-7-oxo-4,7-dihydro-[1,2,4]triazolo[1,5-α]pyrimidine-2-carboxamide as a white solid (39.8 mg, 18%). Reactants: [Na+], [Na+], [Na], N#C[Na], O, O=S(=O)(O)C(O)c1cccc(Oc2ccccc2)c1, O=S([O-])S(=O)(=O)[O-]. The product is N#CC(O)c1cccc(Oc2ccccc2)c1. RXN SMILES: [Na+:28].[Na+:29].[Na:1].[Na:30][C:31]#[N:32].[OH2:33].[OH:2][CH:3]([S:4]([OH:5])(=[O:6])=[O:7])[c:8]1[cH:9][c:10]([O:14][c:15]2[cH:16][cH:17][cH:18][cH:19][cH:20]2)[cH:11][cH:12][cH:13]1.[S:21]([S:22]([O-:23])=[O:24])([O-:25])(=[O:26])=[O:27]>>[OH:2][CH:3]([c:8]1[cH:9][c:10]([O:14][c:15]2[cH:16][cH:17][cH:18][cH:19][cH:20]2)[cH:11][cH:12][cH:13]1)[C:31]#[N:32]. The reactants are C(C)(=O)NCCC1=C(C=C(C(=C1)OC)OC)C(=O)CC1=CC=C(C(=C1)OC)OC (2-(2-acetamidoethyl)-4,4', 5,5'-tetramethoxydeoxybenzoin), [N+](=O)(O)[O-] (nitric acid), O (water). The solvent is C(C)(=O)O (acetic acid). Yields the product C(C)(=O)NCCC1=C(C=C(C(=C1)OC)OC)C(=O)CC1=C(C=C(C(=C1)OC)OC)[N+](=O)[O-] (2-(2-Acetamidoethyl)-2'-nitro-4,4', 5,5'-tetramethoxydeoxybenzoin). RXN SMILES: [C:1]([NH:4][CH2:5][CH2:6][C:7]1[CH:12]=[C:11]([O:13][CH3:14])[C:10]([O:15][CH3:16])=[CH:9][C:8]=1[C:17]([CH2:19][C:20]1[CH:25]=[C:24]([O:26][CH3:27])[C:23]([O:28][CH3:29])=[CH:22][CH:21]=1)=[O:18])(=[O:3])[CH3:2].[N+:30]([O-])([OH:32])=[O:31].O>C(O)(=O)C>[C:1]([NH:4][CH2:5][CH2:6][C:7]1[CH:12]=[C:11]([O:13][CH3:14])[C:10]([O:15][CH3:16])=[CH:9][C:8]=1[C:17]([CH2:19][C:20]1[CH:25]=[C:24]([O:26][CH3:27])[C:23]([O:28][CH3:29])=[CH:22][C:21]=1[N+:30]([O-:32])=[O:31])=[O:18])(=[O:3])[CH3:2]. Procedure details: To a solution of 200 g of 2-(2-acetamidoethyl)-4,4', 5,5'-tetramethoxydeoxybenzoin in 2000 ml of acetic acid was slowly added 60 ml of 70% nitric acid at 0° C. Immediately after the addition, the mixture was poured into water and extracted with methylene chloride. The extract was neutralized with a sodium hydrogencarbonate aqueous solution and washed with a saturated sodium chloride aqueous solution. The solvent was removed under reduced pressure, and the residue was recrystallized from ethanol ... The reactants are [O-]CC.[Na+] (sodium ethoxide), Na, C(C)OC(C(C)(C)OC1=CC=C(C=C1)SC(N(C)C)=O)=O (2-(4-dimethylcarbamoylsulfanyl-phenoxy)-2-methyl-propionic acid ethyl ester), CC1=C(N=C(O1)C1=CC=C(C=C1)C1=CC=CC=C1)CCOS(=O)(=O)C1=CC=C(C=C1)C (Toluene-4-sulfonic acid 2-(5-methyl-2-biphenyl-4-yl-oxazol-4-yl)-ethyl ester). Product: C(C)OC(C(C)(OC1=CC=C(C=C1)SCCC=1N=C(OC1C)C1=CC=CC=C1)C)=O (2-methyl-2-{4-[2-(5-methyl-2-phenyloxazol-4-yl)ethylsulfanyl]phenoxy}propionic acid ethyl ester). Yield: 87.0%. As a reaction SMILES: [O-]CC.[Na+].[CH2:5]([O:7][C:8](=[O:25])[C:9]([O:12][C:13]1[CH:18]=[CH:17][C:16]([S:19][C:20](=O)N(C)C)=[CH:15][CH:14]=1)([CH3:11])[CH3:10])[CH3:6].[CH3:26][C:27]1[O:31][C:30]([C:32]2[CH:37]=[CH:36][C:35](C3C=CC=CC=3)=[CH:34][CH:33]=2)=[N:29][C:28]=1[CH2:44]COS(C1C=CC(C)=CC=1)(=O)=O>>[CH2:5]([O:7][C:8](=[O:25])[C:9]([CH3:10])([O:12][C:13]1[CH:14]=[CH:15][C:16]([S:19][CH2:20][CH2:44][C:28]2[N:29]=[C:30]([C:32]3[CH:37]=[CH:36][CH:35]=[CH:34][CH:33]=3)[O:31][C:27]=2[CH3:26])=[CH:17][CH:18]=1)[CH3:11])[CH3:6] |f:0.1|. Procedure details: Freshly prepared sodium ethoxide (from 50 mg (2.2 mmol) Na) was charged with 2-(4-dimethylcarbamoylsulfanyl-phenoxy)-2-methyl-propionic acid ethyl ester (420 mg, 1.35 mmol) and refluxed for 3 h. Toluene-4-sulfonic acid 2-(5-methyl-2-biphenyl-4-yl-oxazol-4-yl)-ethyl ester (2.2 mmol) was added and the mixture was refluxed for another 3 h. The reaction was cooled and concentrated. The residue was shaken with ethyl acetate/water. After a second water wash, the organic layer was dried (MgSO4) and con...